From a dataset of the Open Reaction Database (ORD), a public repository of structured organic reaction records. describe an organic reaction: reactants, conditions, products, and yield The reactants are C(N)(=O)C=1C(=NC(=NC1)C1=NN(C2=CC=CC=C12)CC1=C(C=CC=C1)F)[O-].[Na+] (sodium 5-carbamoyl-2-[1-(2-fluorobenzyl)-1H-indazol-3-yl]pyrimidin-4-olate), ice, P(=O)(Cl)(Cl)Cl (phosphoric trichloride), C(C)N(C1=CC=CC=C1)CC (N,N-diethylaniline). Conditions: temperature 90 celsius, time 24 hour. Yields the product ClC1=NC(=NC=C1C#N)C1=NN(C2=CC=CC=C12)CC1=C(C=CC=C1)F (4-chloro-2-[1-(2-fluorobenzyl)-1H-indazol-3-yl]pyrimidine-5-carbonitrile). As a reaction SMILES: [C:1]([C:4]1[C:5]([O-])=[N:6][C:7]([C:10]2[C:18]3[C:13](=[CH:14][CH:15]=[CH:16][CH:17]=3)[N:12]([CH2:19][C:20]3[CH:25]=[CH:24][CH:23]=[CH:22][C:21]=3[F:26])[N:11]=2)=[N:8][CH:9]=1)(=O)[NH2:2].[Na+].P(Cl)(Cl)([Cl:31])=O.C(N(CC)C1C=CC=CC=1)C>>[Cl:31][C:5]1[C:4]([C:1]#[N:2])=[CH:9][N:8]=[C:7]([C:10]2[C:18]3[C:13](=[CH:14][CH:15]=[CH:16][CH:17]=3)[N:12]([CH2:19][C:20]3[CH:25]=[CH:24][CH:23]=[CH:22][C:21]=3[F:26])[N:11]=2)[N:6]=1 |f:0.1|. Procedure: 88 mg of sodium 5-carbamoyl-2-[1-(2-fluorobenzyl)-1H-indazol-3-yl]pyrimidin-4-olate (1-13-1, 0.228 mmol, 1 eq.) were suspended in 0.915 ml of phosphoric trichloride (9.82 mmol, 43 eq.) and 69 μl of N,N-diethylaniline (0.457 mmol, 2 eq.). The suspension was stirred at 90° C. bath temperature for 24 hours and then dropped to an ice cooled saturated aqueous sodium hydrogen carbonate solution. The resulting suspension was filtered off and dried in vacuo to yield 82 mg (0.21 mmol, 93.77%) of the anal... The reactants are C(C)(C)(C)OC(=O)N1C(CC(C1)OC1=NC=CC2=CC(=CC=C12)OC)C(NC1(C(C1)CC)C(=O)O)=O (2-(1-carboxy-2-ethyl-cyclopropylcarbamoyl)-4-(6-methoxy-isoquinolin-1-yloxy)-pyrrolidine-1-carboxylic acid tert-butyl ester), FC(C(C)(C)OS(N)(=O)=O)(F)F (sulfamic acid 2,2,2-trifluoro-1,1-dimethyl-ethyl ester). The product is C(C)(C)(C)OC(=O)N1C(CC(C1)OC1=NC=CC2=CC(=CC=C12)OC)C(NC1(C(C1)CC)C(=O)NS(=O)(=O)OC(C(F)(F)F)(C)C)=O (2-[2-Ethyl-1-(2,2,2-trifluoro-1,1-dimethyl-ethoxysulfonylaminocarbonyl)-cyclopropylcarbamoyl]-4-(6-methoxy-isoquinolin-1-yloxy)-pyrrolidine-1-carboxylic acid tert-butyl ester), acylsulfamate. The yield is 65.0%. As a reaction SMILES: [C:1]([O:5][C:6]([N:8]1[CH2:12][CH:11]([O:13][C:14]2[C:23]3[C:18](=[CH:19][C:20]([O:24][CH3:25])=[CH:21][CH:22]=3)[CH:17]=[CH:16][N:15]=2)[CH2:10][CH:9]1[C:26](=[O:36])[NH:27][C:28]1([C:33]([OH:35])=O)[CH2:30][CH:29]1[CH2:31][CH3:32])=[O:7])([CH3:4])([CH3:3])[CH3:2].[F:37][C:38]([F:48])([F:47])[C:39]([O:42][S:43](=[O:46])(=[O:45])[NH2:44])([CH3:41])[CH3:40]>>[C:1]([O:5][C:6]([N:8]1[CH2:12][CH:11]([O:13][C:14]2[C:23]3[C:18](=[CH:19][C:20]([O:24][CH3:25])=[CH:21][CH:22]=3)[CH:17]=[CH:16][N:15]=2)[CH2:10][CH:9]1[C:26](=[O:36])[NH:27][C:28]1([C:33]([NH:44][S:43]([O:42][C:39]([CH3:41])([CH3:40])[C:38]([F:37])([F:48])[F:47])(=[O:45])=[O:46])=[O:35])[CH2:30][CH:29]1[CH2:31][CH3:32])=[O:7])([CH3:3])([CH3:4])[CH3:2]. Reported procedure: 2-[2-Ethyl-1-(2,2,2-trifluoro-1,1-dimethyl-ethoxysulfonylaminocarbonyl)-cyclopropylcarbamoyl]-4-(6-methoxy-isoquinolin-1-yloxy)-pyrrolidine-1-carboxylic acid tert-butyl ester was prepared according to the method presented in Example 27. Treatment of 2-(1-carboxy-2-ethyl-cyclopropylcarbamoyl)-4-(6-methoxy-isoquinolin-1-yloxy)-pyrrolidine-1-carboxylic acid tert-butyl ester (2.01 mmol) occurred under the same conditions, adjusted for scale with the exception of utilizing sulfamic acid 2,2,2-trifluo... Reactants: [BH4-].[Na+] (sodium borohydride), COC1=CC(=C(C=O)C=C1)OCC1=CC(=C(C(=C1)OCCCCCCCCCCCCCCCCCC)OCCCCCCCCCCCCCCCCCC)OCCCCCCCCCCCCCCCCCC (4-Methoxy-2-[3′,4′,5′-tris(octadecyloxy)benzyloxy]benzaldehyde), Cl (hydrochloric acid). Run in C1CCOC1.CO (THF methanol). Conditions: time 1.5 hour. The product is COC1=CC(=C(CO)C=C1)OCC1=CC(=C(C(=C1)OCCCCCCCCCCCCCCCCCC)OCCCCCCCCCCCCCCCCCC)OCCCCCCCCCCCCCCCCCC (4-methoxy-2-[3′,4′,5′-tris(octadecyloxy)benzyloxy]benzyl alcohol). The yield is 98.7%. As a reaction SMILES: [CH3:1][O:2][C:3]1[CH:10]=[CH:9][C:6]([CH:7]=[O:8])=[C:5]([O:11][CH2:12][C:13]2[CH:18]=[C:17]([O:19][CH2:20][CH2:21][CH2:22][CH2:23][CH2:24][CH2:25][CH2:26][CH2:27][CH2:28][CH2:29][CH2:30][CH2:31][CH2:32][CH2:33][CH2:34][CH2:35][CH2:36][CH3:37])[C:16]([O:38][CH2:39][CH2:40][CH2:41][CH2:42][CH2:43][CH2:44][CH2:45][CH2:46][CH2:47][CH2:48][CH2:49][CH2:50][CH2:51][CH2:52][CH2:53][CH2:54][CH2:55][CH3:56])=[C:15]([O:57][CH2:58][CH2:59][CH2:60][CH2:61][CH2:62][CH2:63][CH2:64][CH2:65][CH2:66][CH2:67][CH2:68][CH2:69][CH2:70][CH2:71][CH2:72][CH2:73][CH2:74][CH3:75])[CH:14]=2)[CH:4]=1.[BH4-].[Na+].Cl>C1COCC1.CO>[CH3:1][O:2][C:3]1[CH:10]=[CH:9][C:6]([CH2:7][OH:8])=[C:5]([O:11][CH2:12][C:13]2[CH:18]=[C:17]([O:19][CH2:20][CH2:21][CH2:22][CH2:23][CH2:24][CH2:25][CH2:26][CH2:27][CH2:28][CH2:29][CH2:30][CH2:31][CH2:32][CH2:33][CH2:34][CH2:35][CH2:36][CH3:37])[C:16]([O:38][CH2:39][CH2:40][CH2:41][CH2:42][CH2:43][CH2:44][CH2:45][CH2:46][CH2:47][CH2:48][CH2:49][CH2:50][CH2:51][CH2:52][CH2:53][CH2:54][CH2:55][CH3:56])=[C:15]([O:57][CH2:58][CH2:59][CH2:60][CH2:61][CH2:62][CH2:63][CH2:64][CH2:65][CH2:66][CH2:67][CH2:68][CH2:69][CH2:70][CH2:71][CH2:72][CH2:73][CH2:74][CH3:75])[CH:14]=2)[CH:4]=1 |f:1.2,4.5|. Procedure details: 4-Methoxy-2-[3′,4′,5′-tris(octadecyloxy)benzyloxy]benzaldehyde (93.5 g, 89.2 mmol) was dissolved in THF-methanol (1870 ml+94 ml), and sodium borohydride (4.05 g, 107 mmol) was added at 0° C. After stirring at room temperature for 1.5 hr, 0.2N hydrochloric acid (100 ml) was added at 0° C. to quench the reaction. The solvent was evaporated to about half, and dissolved in chloroform (2400 ml). The mixture was washed twice with 0.1N hydrochloric acid (1200 ml), once with 5% aqueous sodium hydrogen c...